From a dataset of the Open Reaction Database (ORD), a public repository of structured organic reaction records. describe an organic reaction: reactants, conditions, products, and yield The reactants are O=C1N(C(c2ccccc2)c2ccccc2)c2cccc(Cl)c2C1(O)c1cc2c(cc1O)OCC2, Cc1ccc(F)c2c1N(C(c1ccccc1)c1ccccc1)C(=O)C2(O)c1cc2c(cc1O)OCC2. Product: Cc1ccc(F)c2c1N(C(c1ccccc1)c1ccccc1)C(=O)C2c1cc2c(cc1O)OCC2. Reaction SMILES: [Cl:37][c:38]1[cH:39][cH:40][cH:41][c:42]2[c:43]1[C:44]([OH:45])([c:46]1[c:47]([OH:48])[cH:49][c:50]3[c:54]([cH:55]1)[CH2:53][CH2:52][O:51]3)[C:56](=[O:57])[N:58]2[CH:59]([c:60]1[cH:61][cH:62][cH:63][cH:64][cH:65]1)[c:66]1[cH:67][cH:68][cH:69][cH:70][cH:71]1.[c:1]1([CH:7]([N:8]2[C:9](=[O:30])[C:10]([c:19]3[c:20]([OH:28])[cH:21][c:22]4[c:23]([cH:27]3)[CH2:24][CH2:25][O:26]4)([OH:29])[c:11]3[c:12]([F:18])[cH:13][cH:14][c:15]([CH3:17])[c:16]32)[c:31]2[cH:32][cH:33][cH:34][cH:35][cH:36]2)[cH:2][cH:3][cH:4][cH:5][cH:6]1>>[c:1]1([CH:7]([N:8]2[C:9](=[O:30])[CH:10]([c:19]3[c:20]([OH:28])[cH:21][c:22]4[c:23]([cH:27]3)[CH2:24][CH2:25][O:26]4)[c:11]3[c:12]([F:18])[cH:13][cH:14][c:15]([CH3:17])[c:16]32)[c:31]2[cH:32][cH:33][cH:34][cH:35][cH:36]2)[cH:2][cH:3][cH:4][cH:5][cH:6]1.